Dataset: the Open Reaction Database (ORD), a public repository of structured organic reaction records. Task: describe an organic reaction: reactants, conditions, products, and yield Reactants: FC1=CC=C(C=C1)C(O)(C1CCNCC1)C1=CC=C(C=C1)F ([α,α-bis(p-fluorophenyl)]-4-piperidinemethanol), ClC1=CC=C(C=C1)OCCCCl (1chloro-4-(3-chloropropoxy)benzene), C([O-])([O-])=O.[Na+].[Na+] (sodium carbonate), [I-].[K+] (potassium iodide). Run in C(CCC)O (1-butanol). Yields the product ClC1=CC=C(OCCCN2CCC(CC2)C(O)(C2=CC=C(C=C2)F)C2=CC=C(C=C2)F)C=C1 (1-[3-(4-Chlorophenoxy)propyl]-α,α-bis(4-fluorophenyl)-4-piperidinemethanol). Reaction SMILES: [F:1][C:2]1[CH:7]=[CH:6][C:5]([C:8]([C:16]2[CH:21]=[CH:20][C:19]([F:22])=[CH:18][CH:17]=2)([CH:10]2[CH2:15][CH2:14][NH:13][CH2:12][CH2:11]2)[OH:9])=[CH:4][CH:3]=1.[Cl:23][C:24]1[CH:29]=[CH:28][C:27]([O:30][CH2:31][CH2:32][CH2:33]Cl)=[CH:26][CH:25]=1.C(=O)([O-])[O-].[Na+].[Na+].[I-].[K+]>C(O)CCC>[Cl:23][C:24]1[CH:29]=[CH:28][C:27]([O:30][CH2:31][CH2:32][CH2:33][N:13]2[CH2:12][CH2:11][CH:10]([C:8]([C:16]3[CH:17]=[CH:18][C:19]([F:22])=[CH:20][CH:21]=3)([C:5]3[CH:6]=[CH:7][C:2]([F:1])=[CH:3][CH:4]=3)[OH:9])[CH2:15][CH2:14]2)=[CH:26][CH:25]=1 |f:2.3.4,5.6|. Procedure: A mixture of 3.0 g (0.01 mole) of [α,α-bis(p-fluorophenyl)]-4-piperidinemethanol, 2.0 g (0.01 mole) of 1chloro-4-(3-chloropropoxy)benzene, 5.3 g (0.05 mole) of anhydrous sodium carbonate and 0.3 g of potassium iodide in 100 ml of 1-butanol was refluxed for 20 hr to give, after working up as in Example 1 (recrystallizing the free base from isopropyl alcohol), 1.7 g (36%) of white solid, m.p. 92°-93° C. Reactants: C1(CCCCC1)C1=CC=C(C=C1)C#C (p-cyclohexylphenylacetylene), C1CO1 (ethylene oxide), S(O)(O)(=O)=O (sulfuric acid). The solvent is C1CCOC1 (THF), C1CCOC1 (THF), C1CCOC1 (THF). Conditions: time 1 hour. The product is C1(CCCCC1)C1=CC=C(C=C1)C#CCCO (4-(p-cyclohexylphenyl)-3-butyn-1-ol). RXN SMILES: [CH:1]1([C:7]2[CH:12]=[CH:11][C:10]([C:13]#[CH:14])=[CH:9][CH:8]=2)[CH2:6][CH2:5][CH2:4][CH2:3][CH2:2]1.[CH2:15]1[O:17][CH2:16]1.S(=O)(=O)(O)O>C1COCC1>[CH:1]1([C:7]2[CH:8]=[CH:9][C:10]([C:13]#[C:14][CH2:15][CH2:16][OH:17])=[CH:11][CH:12]=2)[CH2:2][CH2:3][CH2:4][CH2:5][CH2:6]1. Reported procedure: To a solution of 153 g of ethylbromide in 160 ml of abs. THF, is added a suspension of 36 g of magnesium turning in 330 ml of THF, (to obtain a solution of ethyl magnesium bromide) and the reaction mixture cooled to 0° to 5°. To the reaction mixture is then added, dropwise, a solution of 214 g of p-cyclohexylphenylacetylene in 420 ml of abs. THF, over a period of one hour. The resulting thick suspension is diluted with 200 of abs. THF and then refluxed for 1.5 hours. The reaction mixture is then...